The task is: describe an organic reaction: reactants, conditions, products, and yield. This data is from the Open Reaction Database (ORD), a public repository of structured organic reaction records. Reactants: NC1=NC=C(C(=N1)N)CC=1C=C(C(=C(C1)C#CC1=CC=C(C=C1)P(OCC)(OCC)=O)OC)OC (diethyl [4-[5-(2,4-diamino-pyrimidin-5-ylmethyl)-2,3-dimethoxy-phenylethynyl]-phenyl]-phosphonate), [OH-].[Na+] (sodium hydroxide). Solvent: C(C)O (ethanol). Product: [Na+].NC1=NC=C(C(=N1)N)CC=1C=C(C(=C(C1)C#CC1=CC=C(C=C1)P(OCC)([O-])=O)OC)OC (monoethyl [4-[5-(2,4-diamino-pyrimidin-5-ylmethyl)-2,3-dimethoxy-phenylethynyl]-phenyl]-phosphonate sodium salt). Isolated yield 50.0%. Reaction SMILES: [NH2:1][C:2]1[N:7]=[C:6]([NH2:8])[C:5]([CH2:9][C:10]2[CH:11]=[C:12]([O:34][CH3:35])[C:13]([O:32][CH3:33])=[C:14]([C:16]#[C:17][C:18]3[CH:23]=[CH:22][C:21]([P:24](=[O:31])([O:28]CC)[O:25][CH2:26][CH3:27])=[CH:20][CH:19]=3)[CH:15]=2)=[CH:4][N:3]=1.[OH-].[Na+:37]>C(O)C>[Na+:37].[NH2:1][C:2]1[N:7]=[C:6]([NH2:8])[C:5]([CH2:9][C:10]2[CH:11]=[C:12]([O:34][CH3:35])[C:13]([O:32][CH3:33])=[C:14]([C:16]#[C:17][C:18]3[CH:19]=[CH:20][C:21]([P:24](=[O:28])([O-:31])[O:25][CH2:26][CH3:27])=[CH:22][CH:23]=3)[CH:15]=2)=[CH:4][N:3]=1 |f:1.2,4.5|. Reported procedure: 150 mg of diethyl [4-[5-(2,4-diamino-pyrimidin-5-ylmethyl)-2,3-dimethoxy-phenylethynyl]-phenyl]-phosphonate (Example 12bo)) are dissolved in 7 ml of ethanol and treated with 2 ml of a 2N sodium hydroxide solution. The solution is held under reflux for 45 min., then cooled and chromatographed on MCl-gel with water/acetonitrile. 74 mg of monoethyl [4-[5-(2,4-diamino-pyrimidin-5-ylmethyl)-2,3-dimethoxy-phenylethynyl]-phenyl]-phosphonate sodium salt are isolated. Yield: 50%. Mass spectrum: peaks int... Reactants: CC(C)(C)OC(=O)NC1CCN(C(=O)c2c[nH]c3cc(Cl)ccc23)CC1, ClCCl, O=C(O)C(F)(F)F, [Na+], O=C([O-])O. Yields the product NC1CCN(C(=O)c2c[nH]c3cc(Cl)ccc23)CC1. Reaction SMILES: [C:1]([O:2][C:3](=[O:4])[NH:7][CH:8]1[CH2:9][CH2:10][N:11]([C:14](=[O:15])[c:16]2[cH:17][nH:18][c:19]3[cH:20][c:21]([Cl:25])[cH:22][cH:23][c:24]23)[CH2:12][CH2:13]1)([CH3:5])([CH3:6])[CH3:26].[Cl:39][CH2:40][Cl:41].[F:27][C:28]([F:29])([F:30])[C:31]([OH:32])=[O:33].[Na+:38].[O-:34][C:35]([OH:36])=[O:37]>>[NH2:7][CH:8]1[CH2:9][CH2:10][N:11]([C:14](=[O:15])[c:16]2[cH:17][nH:18][c:19]3[cH:20][c:21]([Cl:25])[cH:22][cH:23][c:24]23)[CH2:12][CH2:13]1. The reactants are C(CC)O (n-propanol), ClCCCOC1=CC=C(C#N)C=C1 (4-(3-chloropropoxy)benzonitrile), N1C=NC=C1 (imidazole). Run in O (water). The product is N1(C=NC=C1)CCCOC1=CC=C(C#N)C=C1 (4-[3-(1H-imidazolyl)propoxy]benzonitrile). Yield: 82.3%. RXN SMILES: C(O)CC.Cl[CH2:6][CH2:7][CH2:8][O:9][C:10]1[CH:17]=[CH:16][C:13]([C:14]#[N:15])=[CH:12][CH:11]=1.[NH:18]1[CH:22]=[CH:21][N:20]=[CH:19]1>O>[N:18]1([CH2:6][CH2:7][CH2:8][O:9][C:10]2[CH:17]=[CH:16][C:13]([C:14]#[N:15])=[CH:12][CH:11]=2)[CH:22]=[CH:21][N:20]=[CH:19]1. Reported procedure: To 30 ml of n-propanol, there were added 2.695 g of 4-(3-chloropropoxy)benzonitrile and 10.21 g of imidazole and the resulting mixture was heated under reflux for 24 hours. After concentration of the reaction mixture, water was added to the residue obtained, followed by extraction with chloroform, washing of the resulting extract with water and then drying the same. After concentration of the extract, the residue obtained was recrystallized from a mixture of ether and n-hexane, followed by addit... Reactants: I, O=P(Cl)(Cl)Cl, O=c1[nH]ccc2occc12. Product: Clc1nccc2occc12. As a reaction SMILES: [I:1].[P:12]([Cl:13])([Cl:14])([Cl:15])=[O:16].[o:2]1[cH:3][cH:4][c:5]2[c:6](=[O:11])[nH:7][cH:8][cH:9][c:10]12>>[o:2]1[cH:3][cH:4][c:5]2[c:6]([Cl:14])[n:7][cH:8][cH:9][c:10]12. The reactants are O=C(Cl)C(=O)Cl, O=C(O)c1ccc(Cl)c([N+](=O)[O-])c1, ClCCl, CN(C)C=O. Product: O=C(Cl)c1ccc(Cl)c([N+](=O)[O-])c1. RXN SMILES: [Cl:19][C:20]([C:21]([Cl:22])=[O:23])=[O:24].[Cl:1][c:2]1[c:3]([N+:11](=[O:12])[O-:13])[cH:4][c:5]([C:6](=[O:7])[OH:8])[cH:9][cH:10]1.[Cl:25][CH2:26][Cl:27].[O:14]=[CH:15][N:16]([CH3:17])[CH3:18]>>[Cl:1][c:2]1[c:3]([N+:11](=[O:12])[O-:13])[cH:4][c:5]([C:6](=[O:7])[Cl:19])[cH:9][cH:10]1. Starting materials: C([O-])([O-])=O.[K+].[K+] (potassium carbonate), C(C)(=O)C=1C=CC2=C(C(=NC(C(N2)=O)C)C2=C(C=CC=C2)F)C1 (7-acetyl-5-(o-fluorophenyl)-1,3-dihydro-3-methyl-2H-1,4-benzodiazepin-2-one), CI (methyl iodide). The solvent is CC(=O)C (acetone). Run at time 21 hour. Product: C(C)(=O)C=1C=CC2=C(C(=NC(C(N2C)=O)C)C2=C(C=CC=C2)F)C1 (7-acetyl-5-(o-fluorophenyl)-1,3-dihydro-1,3-dimethyl-2H-1,4-benzodiazepin-2-one). As a reaction SMILES: [C:1](=[O:4])([O-])[O-].[K+].[K+].[C:7]([C:10]1[CH:11]=[CH:12][C:13]2[NH:19][C:18](=O)[CH:17]([CH3:21])[N:16]=[C:15]([C:22]3[CH:27]=[CH:26][CH:25]=[CH:24][C:23]=3[F:28])[C:14]=2[CH:29]=1)(=[O:9])[CH3:8].CI>CC(C)=O>[C:7]([C:10]1[CH:11]=[CH:12][C:13]2[N:19]([CH3:18])[C:1](=[O:4])[CH:17]([CH3:21])[N:16]=[C:15]([C:22]3[CH:27]=[CH:26][CH:25]=[CH:24][C:23]=3[F:28])[C:14]=2[CH:29]=1)(=[O:9])[CH3:8] |f:0.1.2|. Reported procedure: 7.15 g of potassium carbonate are added to a solution of 7.15 g (23.04 mmol) of 7-acetyl-5-(o-fluorophenyl)-1,3-dihydro-3-methyl-2H-1,4-benzodiazepin-2-one and 15 ml of methyl iodide in 300 ml of acetone and the mixture is stirred at room temperature for 21 hours. The insoluble material is filtered off and the solution is evaporated in vacuo. The residue is taken up in methylene chloride, washed with water, dried and evaporated. From cyclohexane there is obtained 7-acetyl-5-(o-fluorophenyl)-1,3-... Reactants: C(C=C)OC(C(F)(F)F)(C(F)(F)F)F (Heptafluoroisopropyl Allyl Ether), C(C(C)=C)Cl (methallyl chloride), FC(C(=O)C(F)(F)F)(F)F (hexafluoroacetone), [F-].[K+] (KF). The solvent is CN(C=O)C (dimethylformamide). Yields the product C(C(C)=C)OC(C(F)(F)F)(C(F)(F)F)F (Heptafluoroisopropyl methallyl ether). The yield is 85.0%. RXN SMILES: [CH2:1]([O:4][C:5]([F:14])([C:10]([F:13])([F:12])[F:11])[C:6]([F:9])([F:8])[F:7])[CH:2]=[CH2:3].F[C:16](F)(F)C(C(F)(F)F)=O.[F-].[K+].C(Cl)C(=C)C>CN(C)C=O>[CH2:1]([O:4][C:5]([F:14])([C:10]([F:11])([F:12])[F:13])[C:6]([F:7])([F:8])[F:9])[C:2](=[CH2:16])[CH3:3] |f:2.3|. Reported procedure: this compound was prepared in a manner analogous to that used for the allyl ether (Example 1), using hexafluoroacetone, anhydrous KF, dimethylformamide, and methallyl chloride. Heptafluoroisopropyl methallyl ether was obtained in 85% yield, b.p. 82° C./760 mm., nD25 1.3129. The reactants are CC(C(=O)OCC)=CC1=C(C=CC=C1)[N+](=O)[O-] (ethyl 2-methyl-3-(2-nitrophenyl)-2-propenate), [OH-].[Na+] (sodium hydroxide). Solvent: CO (methanol). Run at temperature 40 celsius. The product is CC(C(=O)O)=CC1=C(C=CC=C1)[N+](=O)[O-] (2-methyl-3-(2-nitrophenyl)-2-propenoic acid), crystal. Yield: 98.0%. Reaction SMILES: [CH3:1][C:2](=[CH:8][C:9]1[CH:14]=[CH:13][CH:12]=[CH:11][C:10]=1[N+:15]([O-:17])=[O:16])[C:3]([O:5]CC)=[O:4].[OH-].[Na+]>CO>[CH3:1][C:2](=[CH:8][C:9]1[CH:14]=[CH:13][CH:12]=[CH:11][C:10]=1[N+:15]([O-:17])=[O:16])[C:3]([OH:5])=[O:4] |f:1.2|. Reported procedure: Into 200 ml of methanol, 11.8 g (50.2 mmol) of ethyl 2-methyl-3-(2-nitrophenyl)-2-propenate were dissolved; and, with 200 ml of a 2-N aqueous sodium hydroxide solution being added thereto, the mixture was stirred at 40° C. for one night. After the completion of the reaction was verified by TLC, the reaction liquid was concentrated under a reduced pressure. After the pH was adjusted to 1 with 1-N hydrochloric acid being added thereto, the resulting residue was dissolved in ethyl acetate. After be...